The task is: describe an organic reaction: reactants, conditions, products, and yield. This data is from the Open Reaction Database (ORD), a public repository of structured organic reaction records. Reaction SMILES: [CH2:39]1[O:40][CH2:41][CH2:42][CH2:43]1.[CH3:19][C:20]1([CH3:37])[c:21]2[cH:22][cH:23][c:24]([C:32]([C:33](=[O:34])[Cl:35])=[O:36])[cH:25][c:26]2[C:27]([CH3:30])([CH3:31])[CH2:28][CH2:29]1.[OH2:38].[OH:1][c:2]1[c:3]([C:4](=[O:5])[O:6][CH3:7])[cH:8][cH:9][c:10]([NH2:12])[cH:11]1.[cH:13]1[cH:14][cH:15][n:16][cH:17][cH:18]1>>[OH:1][c:2]1[c:3]([C:4](=[O:5])[O:6][CH3:7])[cH:8][cH:9][c:10]([NH:12][C:33]([C:32]([c:24]2[cH:23][cH:22][c:21]3[c:26]([cH:25]2)[C:27]([CH3:30])([CH3:31])[CH2:28][CH2:29][C:20]3([CH3:19])[CH3:37])=[O:36])=[O:34])[cH:11]1. Starting materials: C1CCOC1, CC1(C)CCC(C)(C)c2cc(C(=O)C(=O)Cl)ccc21, O, COC(=O)c1ccc(N)cc1O, c1ccncc1. Yields the product COC(=O)c1ccc(NC(=O)C(=O)c2ccc3c(c2)C(C)(C)CCC3(C)C)cc1O.